This data is from the Open Reaction Database (ORD), a public repository of structured organic reaction records. The task is: describe an organic reaction: reactants, conditions, products, and yield Reactants: CN(C)C=O, Cc1cc(CCC(=O)O)c[nH]1. The product is Cc1cc(CCC(=O)O)c(C=O)[nH]1. As a reaction SMILES: [CH3:12][N:13]([CH:14]=[O:15])[CH3:16].[CH3:1][c:2]1[cH:3][c:4]([CH2:7][CH2:8][C:9](=[O:10])[OH:11])[cH:5][nH:6]1>>[CH3:1][c:2]1[cH:3][c:4]([CH2:7][CH2:8][C:9](=[O:10])[OH:11])[c:5]([CH:14]=[O:15])[nH:6]1. The reactants are CC(C)([O-])C.[K+] (potassium t-butoxide), ClC=1C=C(C=CC1Cl)C(CCC(=O)OC)=O (methyl 4-(3,4-dichlorophenyl)-4-oxobutanoate). The reagents and catalysts are [Br-].C[P+](C1=CC=CC=C1)(C1=CC=CC=C1)C1=CC=CC=C1 (methyltriphenylphosphonium bromide). Run in C1=CC=CC=C1 (benzene), C1=CC=CC=C1 (benzene). Conditions: time 4 hour. Product: ClC=1C=C(C=CC1Cl)C(CCC(=O)OC)=C (Methyl 4-(3,4-dichlorophenyl)-4-pentenoate). Yield: 47.9%. Reaction SMILES: [CH3:1]C(C)([O-])C.[K+].[Cl:7][C:8]1[CH:9]=[C:10]([C:15](=O)[CH2:16][CH2:17][C:18]([O:20][CH3:21])=[O:19])[CH:11]=[CH:12][C:13]=1[Cl:14]>[Br-].C[P+](C1C=CC=CC=1)(C1C=CC=CC=1)C1C=CC=CC=1.C1C=CC=CC=1>[Cl:7][C:8]1[CH:9]=[C:10]([C:15](=[CH2:1])[CH2:16][CH2:17][C:18]([O:20][CH3:21])=[O:19])[CH:11]=[CH:12][C:13]=1[Cl:14] |f:0.1,3.4|. Procedure details: 330 mg (0.92 mmole) of methyltriphenylphosphonium bromide and 105 mg (0.94 mmole) of potassium t-butoxide were suspended in 4 ml of dried benzene, and the mixture was stirred under a stream of nitrogen at room temperature for 4 hours. A solution prepared by dissolving 200 mg of methyl 4-(3,4-dichlorophenyl)-4-oxobutanoate [prepared as described in step (a) above] in 1 ml of benzene was added to the reaction mixture, and the mixture was then stirred for 18 hours. At the end of this time, the reac... Reactants: C(C1=CC=CC=C1)OC(=O)NN(C(C1=CC(=CC(=C1)C)C)=O)[C@H](CC=C)C1CCCCC1 ((R)—N′-(1-Cyclohexyl-but-3-enyl)-N′-(3,5-dimethyl-benzoyl)-hydrazine carboxylic acid benzyl ester). Reagents/catalysts: [Pd] (palladium on charcoal). Run in C(C)(=O)O (acetic acid), C(C)(=O)O (acetic acid), C(C)(=O)O (acetic acid). Run at time 90 minute. Product: C1(CCCCC1)[C@@H](CCC)N(N)C(C1=CC(=CC(=C1)C)C)=O ((R)-3,5-dimethyl-benzoic acid N-(1-cyclohexyl-butyl)-hydrazide). Isolated yield 101.7%. RXN SMILES: C(OC([NH:11][N:12]([C@@H:23]([CH:27]1[CH2:32][CH2:31][CH2:30][CH2:29][CH2:28]1)[CH2:24][CH:25]=[CH2:26])[C:13](=[O:22])[C:14]1[CH:19]=[C:18]([CH3:20])[CH:17]=[C:16]([CH3:21])[CH:15]=1)=O)C1C=CC=CC=1>C(O)(=O)C.[Pd]>[CH:27]1([C@H:23]([N:12]([C:13](=[O:22])[C:14]2[CH:19]=[C:18]([CH3:20])[CH:17]=[C:16]([CH3:21])[CH:15]=2)[NH2:11])[CH2:24][CH2:25][CH3:26])[CH2:32][CH2:31][CH2:30][CH2:29][CH2:28]1. Procedure details: (R)—N′-(1-Cyclohexyl-but-3-enyl)-N′-(3,5-dimethyl-benzoyl)-hydrazine carboxylic acid benzyl ester (2.91 g, 6.7 mmoles) was suspended in ca. 50 mL glacial acetic acid. 102 mg 10% palladium on charcoal was added as a slurry in several mL of acetic acid. The mixture was diluted with acetic acid to 75 mL, and shaken on a Parr hydrogenator for 90 minutes at 20-30 psi. The suspension was allowed to stand for two days to allow the carbon to settle out. The supernatant was filtered through a 0.45 micron... Yield: 83.0%. The product is C(#C)C1=C(C=CC(=C1)C(F)(F)F)CC(=O)OC (Methyl 2-(2-ethynyl-4-(trifluoromethyl)phenyl)acetate), liquid. Solvent: C1CCOC1 (THF), CCOC(=O)C (EtOAc). Reported procedure: TBAF (1.0 M in THF; 7.16 mL, 7.15 mmol) was added to a stirred solution of methyl 2-(4-(trifluoromethyl)-2-((trimethylsilyl)ethynyl)phenyl)acetate (A58) (1.50 g, 4.77 mmol) in THF (50 mL) at 0° C. After 5 minutes the resulting mixture was diluted with EtOAc (50 mL) then washed with 10% NaHCO3 (50 mL). The organic layer was dried (MgSO4) and evaporated under reduced pressure. The residue was adsorbed onto silica gel and purified by column chromatography (Biotage Isolera, SiO2 cartridge, 0-10% EtO... Reaction SMILES: CCCC[N+](CCCC)(CCCC)CCCC.[F-].[F:19][C:20]([F:39])([F:38])[C:21]1[CH:26]=[CH:25][C:24]([CH2:27][C:28]([O:30][CH3:31])=[O:29])=[C:23]([C:32]#[C:33][Si](C)(C)C)[CH:22]=1>C1COCC1.CCOC(C)=O>[C:32]([C:23]1[CH:22]=[C:21]([C:20]([F:19])([F:39])[F:38])[CH:26]=[CH:25][C:24]=1[CH2:27][C:28]([O:30][CH3:31])=[O:29])#[CH:33] |f:0.1|. Starting materials: CCCC[N+](CCCC)(CCCC)CCCC.[F-] (TBAF), FC(C1=CC(=C(C=C1)CC(=O)OC)C#C[Si](C)(C)C)(F)F (methyl 2-(4-(trifluoromethyl)-2-((trimethylsilyl)ethynyl)phenyl)acetate). Reactants: CC1=C(C=O)C=CC=C1OC (2-methyl-3-(methyloxy)benzaldehyde), C(C)(=O)[O-].[NH4+] (ammonium acetate), [N+](=O)([O-])C (nitromethane). Run at temperature 100 celsius, time 1 hour. Product: CC1=C(C=CC=C1\C=C\[N+](=O)[O-])OC (2-Methyl-1-(methyloxy)-3-[(E)-2-nitroethenyl]benzene). Reaction SMILES: [CH3:1][C:2]1[C:9]([O:10][CH3:11])=[CH:8][CH:7]=[CH:6][C:3]=1[CH:4]=O.C([O-])(=O)C.[NH4+].[N+:17]([CH3:20])([O-:19])=[O:18]>>[CH3:1][C:2]1[C:3](/[CH:4]=[CH:20]/[N+:17]([O-:19])=[O:18])=[CH:6][CH:7]=[CH:8][C:9]=1[O:10][CH3:11] |f:1.2|. Reported procedure: To a solution of 2-methyl-3-(methyloxy)benzaldehyde (available from Allichem Product List; 20 g; 133 mmol) in nitromethane (400 ml) was added ammonium acetate (6.16 g; 80 mmol) and the resulting orange mixture was stirred for 1 h at 100° C. then cooled to room temperature and concentrated in vacuo. The residue was partitioned between ethyl acetate (×2) and brine, and the organic layers washed with brine, dried (MgSO4) and concentrated in vacuo. Trituration with dichloromethane/ether gave the tit... The reactants are CCOC(=O)CNC(=O)c1cc(-c2cccc(OCc3ccccc3)c2)[nH]n1, C1CCOC1, CO, [Li+], [OH-], O, O. The product is O=C(O)CNC(=O)c1cc(-c2cccc(OCc3ccccc3)c2)[nH]n1. RXN SMILES: [CH2:1]([CH3:2])[O:3][C:4]([CH2:5][NH:6][C:7](=[O:8])[c:9]1[n:10][nH:11][c:12](-[c:14]2[cH:15][c:16]([O:20][CH2:21][c:22]3[cH:23][cH:24][cH:25][cH:26][cH:27]3)[cH:17][cH:18][cH:19]2)[cH:13]1)=[O:28].[CH2:35]1[O:36][CH2:37][CH2:38][CH2:39]1.[CH3:29][OH:30].[Li+:33].[OH-:32].[OH2:31].[OH2:34]>>[O:3]=[C:4]([CH2:5][NH:6][C:7](=[O:8])[c:9]1[n:10][nH:11][c:12](-[c:14]2[cH:15][c:16]([O:20][CH2:21][c:22]3[cH:23][cH:24][cH:25][cH:26][cH:27]3)[cH:17][cH:18][cH:19]2)[cH:13]1)[OH:28]. Starting materials: N[C@H](C(=O)O)COC(=O)OC1=C(C=CC=C1C(C)C)C(C)C ((S)-2-Amino-3-(2,6-Diisopropylphenoxycarbonyloxy)-Propanoic Acid), CS(=O)(=O)O (methanesulfonic acid). Solvent: O (H2O). The product is S(C)(=O)(=O)O.N[C@H](C(=O)O)COC(=O)OC1=C(C=CC=C1C(C)C)C(C)C ((S)-2-Amino-3-(2,6-Diisopropylphenoxy-carbonyloxy)-Propanoic Acid Mesylate). Reaction SMILES: [NH2:1][C@@H:2]([CH2:6][O:7][C:8]([O:10][C:11]1[C:16]([CH:17]([CH3:19])[CH3:18])=[CH:15][CH:14]=[CH:13][C:12]=1[CH:20]([CH3:22])[CH3:21])=[O:9])[C:3]([OH:5])=[O:4].[CH3:23][S:24]([OH:27])(=[O:26])=[O:25]>O>[S:24]([OH:27])(=[O:26])(=[O:25])[CH3:23].[NH2:1][C@@H:2]([CH2:6][O:7][C:8]([O:10][C:11]1[C:16]([CH:17]([CH3:18])[CH3:19])=[CH:15][CH:14]=[CH:13][C:12]=1[CH:20]([CH3:22])[CH3:21])=[O:9])[C:3]([OH:5])=[O:4] |f:3.4|. Procedure details: To a suspension of compound (3) (4.44 g, 14.3 mmol) in H2O (100 mL) was added methanesulfonic acid (0.93 mL, 14.3 mmol). The resulting mixture was stirred at room temperature until the solid had completely dissolved. The solution was then frozen and lyophilized to afford the desired product as a light pinkish solid.